describe an organic reaction: reactants, conditions, products, and yield From a dataset of the Open Reaction Database (ORD), a public repository of structured organic reaction records. Starting materials: CC(C)([O-])C.[K+] (potassium t-butoxide), CI (methyl iodide), N1C(=NC=C1)N=CC1=CC=CC=C1 (N-(2-imidazolyl)benzylideneamine). The solvent is CN(C)C=O (DMF). Run at time 3 hour. Product: CN1C(=NC=C1)N=CC1=CC=CC=C1 (N-(1-methylimidazol-2-yl)benzylideneamine). Yield: 46.2%. RXN SMILES: [NH:1]1[CH:5]=[CH:4][N:3]=[C:2]1[N:6]=[CH:7][C:8]1[CH:13]=[CH:12][CH:11]=[CH:10][CH:9]=1.[CH3:14]C(C)([O-])C.[K+].CI>CN(C=O)C>[CH3:14][N:1]1[CH:5]=[CH:4][N:3]=[C:2]1[N:6]=[CH:7][C:8]1[CH:9]=[CH:10][CH:11]=[CH:12][CH:13]=1 |f:1.2|. Procedure: N-(2-imidazolyl)benzylideneamine (0.2 g) was dissolved in DMF (4 ml), and potassium t-butoxide (0.15 g) and methyl iodide (0.18 g) were added. The mixture was stirred at room temperature for 3 hours. The solvent was evaporated, and water was added. The mixture was extracted with ethyl acetate. The organic layer was washed with water and saturated brine and dried over magnesium sulfate, and the solvent was evaporated. The residue was purified by silica gel column chromatography (eluent: chlorofor...